Dataset: the Open Reaction Database (ORD), a public repository of structured organic reaction records. Task: describe an organic reaction: reactants, conditions, products, and yield The reactants are COC(C1=CC(=C(C=C1)N)O)=O (4-amino-3-hydroxy-benzoic acid methyl ester), C1(CCCCC1)C=O (cyclohexanecarbaldehyde), C(C)(=O)[O-].[Pb+4].C(C)(=O)[O-].C(C)(=O)[O-].C(C)(=O)[O-] (Lead (IV) acetate). The solvent is CO (CH3OH). Run at time 2 hour. The product is C1(CCCCC1)C=1OC2=C(N1)C=CC(=C2)C(=O)O (2-cyclohexyl-benzooxazole-6-carboxylic acid). Reaction SMILES: C[O:2][C:3](=[O:12])[C:4]1[CH:9]=[CH:8][C:7]([NH2:10])=[C:6]([OH:11])[CH:5]=1.[CH:13]1([CH:19]=O)[CH2:18][CH2:17][CH2:16][CH2:15][CH2:14]1.C([O-])(=O)C.[Pb+4].C([O-])(=O)C.C([O-])(=O)C.C([O-])(=O)C>CO>[CH:13]1([C:19]2[O:11][C:6]3[CH:5]=[C:4]([C:3]([OH:2])=[O:12])[CH:9]=[CH:8][C:7]=3[N:10]=2)[CH2:18][CH2:17][CH2:16][CH2:15][CH2:14]1 |f:2.3.4.5.6|. Procedure details: To a solution of 4-amino-3-hydroxy-benzoic acid methyl ester (5 g, 29.91 mmol) in CH3OH (150 mL) was added cyclohexanecarbaldehyde (3.6 mL, 29.91 mmol) at room temperature. The resulting mixture was stirred at room temperature for 2 h. The solvent was removed by evaporation and CH3CN (150 mL) was added to the residue. Lead (IV) acetate (13.26 g, 29.91 mmol) was added as one portion under N2 and the resulting mixture was refluxed for 10 min. After cooling, the resulting solid was filtered and was... Starting materials: NC(C(O)C1=CC(=CC=C1)Cl)CC1=CC(=CC=C1)OCC(C)(C)C ((1RS,2SR)-2-amino-3-[3-(neopentyloxy)phenyl]-1-(3-chlorophenyl)-1-propanol), FC1=CC=C(C2=CC=CC=C12)C(=O)O (4-fluoronaphthalene-1-carboxylic acid), O.ON1N=NC2=C1C=CC=C2 (1-hydroxybenzotriazole monohydrate), Cl.C(C)N=C=NCCCN(C)C (1-ethyl-3-(3-dimethylaminopropyl)carbodiimide hydrochloride). The solvent is C(C)(=O)OCC (ethyl acetate), CN(C=O)C (N,N-dimethylformamide). Reaction conditions: time 8 hour. Product: C(C(C)(C)C)OC=1C=C(CC(C(O)C2=CC(=CC=C2)Cl)NC(=O)C2=CC=C(C3=CC=CC=C23)F)C=CC1 (N-[(1RS,2SR)-1-[3-(neopentyloxy)benzyl]-2-(3-chlorophenyl)-2-hydroxyethyl]-4-fluoro-1-naphthamide). Isolated yield 79.2%. As a reaction SMILES: [NH2:1][CH:2]([CH2:12][C:13]1[CH:18]=[CH:17][CH:16]=[C:15]([O:19][CH2:20][C:21]([CH3:24])([CH3:23])[CH3:22])[CH:14]=1)[CH:3]([C:5]1[CH:10]=[CH:9][CH:8]=[C:7]([Cl:11])[CH:6]=1)[OH:4].[F:25][C:26]1[C:35]2[C:30](=[CH:31][CH:32]=[CH:33][CH:34]=2)[C:29]([C:36](O)=[O:37])=[CH:28][CH:27]=1.O.ON1C2C=CC=CC=2N=N1.Cl.C(N=C=NCCCN(C)C)C>CN(C)C=O.C(OCC)(=O)C>[CH2:20]([O:19][C:15]1[CH:14]=[C:13]([CH:18]=[CH:17][CH:16]=1)[CH2:12][CH:2]([NH:1][C:36]([C:29]1[C:30]2[C:35](=[CH:34][CH:33]=[CH:32][CH:31]=2)[C:26]([F:25])=[CH:27][CH:28]=1)=[O:37])[CH:3]([C:5]1[CH:10]=[CH:9][CH:8]=[C:7]([Cl:11])[CH:6]=1)[OH:4])[C:21]([CH3:24])([CH3:23])[CH3:22] |f:2.3,4.5|. Procedure details: To a solution of (1RS,2SR)-2-amino-3-[3-(neopentyloxy)phenyl]-1-(3-chlorophenyl)-1-propanol (0.30 g, 0.86 mmol) in N,N-dimethylformamide (5 ml) were added 4-fluoronaphthalene-1-carboxylic acid (0.17 g, 0.90 mmol) and 1-hydroxybenzotriazole monohydrate (0.138 g, 0.90 mmol), and 1-ethyl-3-(3-dimethylaminopropyl)carbodiimide hydrochloride (0.173 g, 0.90 mmol) was finally added. The mixture was stirred at room temperature overnight. The mixture was diluted with ethyl acetate, washed with saturated a...